Dataset: the Open Reaction Database (ORD), a public repository of structured organic reaction records. Task: describe an organic reaction: reactants, conditions, products, and yield Starting materials: C[Si]([N-][Si](C)(C)C)(C)C.[Li+] (lithium hexamethyl disilazide), [Cl-].[NH4+] (ammonium chloride), C(C)(C)(C)OC(CN(CC(C)Cl)CC1=CC=CC=C1)=O ([benzyl-(2-chloropropyl)-amino]acetic acid tert-butyl ester), CN(P(=O)(N(C)C)N(C)C)C (hexamethyl phosphoramide). The solvent is O1CCCC1 (tetrahydrofuran), O (water). Run at temperature 0 celsius. Product: C(C)(C)(C)OC(=O)C1N(CC1C)CC1=CC=CC=C1 (1-benzyl-3-methylazetidine-2-carboxylic acid tert-butyl ester). Isolated yield 96.7%. As a reaction SMILES: [C:1]([O:5][C:6](=[O:20])[CH2:7][N:8]([CH2:13][C:14]1[CH:19]=[CH:18][CH:17]=[CH:16][CH:15]=1)[CH2:9][CH:10](Cl)[CH3:11])([CH3:4])([CH3:3])[CH3:2].CN(C)P(N(C)C)(N(C)C)=O.C[Si](C)(C)[N-][Si](C)(C)C.[Li+].[Cl-].[NH4+]>O1CCCC1.O>[C:1]([O:5][C:6]([CH:7]1[CH:10]([CH3:11])[CH2:9][N:8]1[CH2:13][C:14]1[CH:19]=[CH:18][CH:17]=[CH:16][CH:15]=1)=[O:20])([CH3:4])([CH3:3])[CH3:2] |f:2.3,4.5|. Procedure details: To a solution of an optically-active compound of [benzyl-(2-chloropropyl)-amino]acetic acid tert-butyl ester (60.0 g) and hexamethyl phosphoramide (36.0 ml) in tetrahydrofuran (360 ml) cooled to −72° C. was added dropwise lithium hexamethyl disilazide (1.0M tetrahydrofuran solution, 242 ml) over 18 minutes, and the mixture was warmed to 0° C. over 80 minutes. To the reaction mixture were sequentially added saturated aqueous ammonium chloride solution (300 ml) and water (400 ml), and the mixture ... The solvent is O1CCCC1 (tetrahydrofuran), O1CCCC1 (tetrahydrofuran). The reactants are C(C)(=O)NCC1=CC=C(C(=O)OC)C=C1 (methyl 4-acetamidomethylbenzoate), [H-].[Li+].[Al+3].[H-].[H-].[H-] (aluminum lithium hydride), S(=O)(=O)([O-])[O-].[Na+].[Na+] (sodium sulfate). Procedure: To a suspension of aluminum lithium hydride (570 mg) in tetrahydrofuran (80 ml) was added a solution of methyl 4-acetamidomethylbenzoate (3.1 g) in tetrahydrofuran (20 ml) under ice-cooling. The mixture was stirred at room temperature for 1.5 hr and a saturated aqueous sodium sulfate solution (7 ml) was added at 100° C. The mixture was stirred at room temperature for 1 hr. The sediment was filtrated and the solvent was evaporated to give the title substance (2.8 g) as a white solid. Run at time 1.5 hour. Yields the product OCC1=CC=C(C=C1)CNC(C)=O (N-(4-Hydroxymethylphenylmethyl)acetamide). RXN SMILES: [H-].[Li+].[Al+3].[H-].[H-].[H-].[C:7]([NH:10][CH2:11][C:12]1[CH:21]=[CH:20][C:15]([C:16](OC)=[O:17])=[CH:14][CH:13]=1)(=[O:9])[CH3:8].S([O-])([O-])(=O)=O.[Na+].[Na+]>O1CCCC1>[OH:17][CH2:16][C:15]1[CH:20]=[CH:21][C:12]([CH2:11][NH:10][C:7](=[O:9])[CH3:8])=[CH:13][CH:14]=1 |f:0.1.2.3.4.5,7.8.9|.